The task is: describe an organic reaction: reactants, conditions, products, and yield. This data is from the Open Reaction Database (ORD), a public repository of structured organic reaction records. The reactants are C1(O)=CC=C(O)C=C1 (hydroquinone), C(CC)(=O)Cl (propionyl chloride). Yields the product C(CC)(=O)O.C1(O)=CC=C(O)C=C1 (hydroquinone monopropionate). As a reaction SMILES: [C:1]1([CH:8]=[CH:7][C:5]([OH:6])=[CH:4][CH:3]=1)[OH:2].C(Cl)(=[O:12])CC>>[C:5]([OH:12])(=[O:6])[CH2:7][CH3:8].[C:1]1([CH:8]=[CH:7][C:5]([OH:6])=[CH:4][CH:3]=1)[OH:2] |f:2.3|. Reported procedure: According to the same procedure as described in Preparation 6, hydroquinone and propionyl chloride were reacted and the reaction mixture was extracted with ethyl acetate. The ethyl acetate extract was thoroughly washed with water and the solvent was removed. The residue was distilled under a reduced pressure to give hydroquinone monopropionate. b.p. 140°-142.5° C./3 mmHg, m.p. 68°-74° C. Reactants: O1C(OCC1)C(C)[C@H]1CC[C@H]2[C@@H]3C=C[C@]4(C[C@H](C[C@@H]([C@]4(C)[C@H]3CC[C@]12C)OC(C1=CC=CC=C1)=O)OC(C)=O)O (20-(1,3-dioxolan-2-yl)-3β-acetoxy-1α-benzoyloxypregn-6-en-5α-ol), ClCC(=O)O (monochloroacetic acid). Solvent: C(OCC)(OCC)=O (diethyl carbonate). Reaction conditions: temperature 100 celsius. Product: O1C(OCC1)C(C)[C@H]1CC[C@H]2C3=CC=C4C[C@H](C[C@@H]([C@]4(C)[C@H]3CC[C@]12C)OC(C1=CC=CC=C1)=O)OC(C)=O (20-(1,3-dioxolan-2yl)-3β-acetoxy-1α-benzoyloxypregna-5,7-diene). Yield: 35.4%. Reaction SMILES: [O:1]1[CH2:5][CH2:4][O:3][CH:2]1[CH:6]([C@@H:8]1[C@:25]2([CH3:26])[C@H:11]([C@H:12]3[C@H:22]([CH2:23][CH2:24]2)[C@:20]2([CH3:21])[C@:15](O)([CH2:16][C@@H:17]([O:36][C:37](=[O:39])[CH3:38])[CH2:18][C@@H:19]2[O:27][C:28](=[O:35])[C:29]2[CH:34]=[CH:33][CH:32]=[CH:31][CH:30]=2)[CH:14]=[CH:13]3)[CH2:10][CH2:9]1)[CH3:7].ClCC(O)=O>C(=O)(OCC)OCC>[O:1]1[CH2:5][CH2:4][O:3][CH:2]1[CH:6]([C@@H:8]1[C@:25]2([CH3:26])[C@H:11]([C:12]3[C@H:22]([CH2:23][CH2:24]2)[C@:20]2([CH3:21])[C:15]([CH2:16][C@@H:17]([O:36][C:37](=[O:39])[CH3:38])[CH2:18][C@@H:19]2[O:27][C:28](=[O:35])[C:29]2[CH:30]=[CH:31][CH:32]=[CH:33][CH:34]=2)=[CH:14][CH:13]=3)[CH2:10][CH2:9]1)[CH3:7]. Procedure: In 10 ml of diethyl carbonate was dissolved 350 mg of 20-(1,3-dioxolan-2-yl)-3β-acetoxy-1α-benzoyloxypregn-6-en-5α-ol, followed by addition of 0.1 ml of monochloroacetic acid. The mixture was stirred under heating at 100° C. in an atmosphere of argon gas for 10 hours. The reaction mixture was then worked up in the same manner as Example 124 to give 120 mg of 20-(1,3-dioxolan-2yl)-3β-acetoxy-1α-benzoyloxypregna-5,7-diene showing the following physical properties. Yields the product NC=1N=CC2=C(N1)NC(S2)=O (5-amino-3H-thiazolo[4,5-d]pyrimidin-2-one). Reaction SMILES: [OH-].[Na+].[NH2:3][C:4]1[N:5]=[CH:6][C:7]2[S:12][C:11](=S)[NH:10][C:8]=2[N:9]=1.OO.NC(N)=[O:18].Cl>O>[NH2:3][C:4]1[N:5]=[CH:6][C:7]2[S:12][C:11](=[O:18])[NH:10][C:8]=2[N:9]=1 |f:0.1,3.4|. The yield is 66.6%. The solvent is O (water). Conditions: temperature 25 celsius. The reactants are [OH-].[Na+] (NaOH), NC=1N=CC2=C(N1)NC(S2)=S (5-amino-3H-thiazolo[4,5-d]pyrimidin-2-thione), Cl (HCl), OO.NC(=O)N (Urea hydrogen peroxide). Procedure: To a solution of NaOH (0.6 g, 15 mmol, 3 eq) in water (20 ml) was added 5-amino-3H-thiazolo[4,5-d]pyrimidin-2-thione (0.92 g, 5 mmol, 1.0 eq). The mixture was stirred to dissolve. Urea hydrogen peroxide (2.8 g, 30 mmol, 6 eq) was slowly added dropwise to the above solution, keeping the temperature below 50° C. The reaction was then cooled down to room temperature (about 25° C.). Concentrated HCl (37%, 6 ml) was added to the above solution until the pH is less than 1. The mixture is stirred at ro... Reactants: [Si](C)(C)(C(C)(C)C)OCC1CC(CC(O1)=O)O (6-t-butyldimethylsilyloxymethyl-4-hydroxytetrahydropyran-2-one), N1=CC=CC=C1 (pyridine), C(C)(=O)Cl (acetylchloride). Solvent: ClCCl (dichloromethane), ClCCl (dichloromethane). Conditions: time 1 hour. Yields the product C(C)(=O)OC1CC(OC(C1)CO[Si](C)(C)C(C)(C)C)=O (4-acetoxy-6-t-butyldimethylsilyloxymethyltetrahydro pyran-2-one). As a reaction SMILES: [Si:1]([O:8][CH2:9][CH:10]1[O:15][C:14](=[O:16])[CH2:13][CH:12]([OH:17])[CH2:11]1)([C:4]([CH3:7])([CH3:6])[CH3:5])([CH3:3])[CH3:2].N1C=CC=CC=1.[C:24](Cl)(=[O:26])[CH3:25]>ClCCl>[C:24]([O:17][CH:12]1[CH2:11][CH:10]([CH2:9][O:8][Si:1]([C:4]([CH3:7])([CH3:6])[CH3:5])([CH3:3])[CH3:2])[O:15][C:14](=[O:16])[CH2:13]1)(=[O:26])[CH3:25]. Reported procedure: To 6-t-butyldimethylsilyloxymethyl-4-hydroxytetrahydropyran-2-one (0.50 parts) in dichloromethane (10 parts) at ambient temperature was added pyridine (0.20 parts) followed by a solution of acetylchloride (0.20 parts) in dichloromethane (2 parts). After 1 hour at 20°-25° C. less than 2% starting material remained by GLC analysis. The reaction mixture was then washed with water, dried over magnesium sulphate and evaporated to give 4-acetoxy-6-t-butyldimethylsilyloxymethyltetrahydro pyran-2-one (0...